The task is: describe an organic reaction: reactants, conditions, products, and yield. This data is from the Open Reaction Database (ORD), a public repository of structured organic reaction records. Starting materials: Cl, CCOC(=O)C(C(=O)OCC)c1nc(C)nc(Nc2ccc(CCO)cc2)c1[N+](=O)[O-]. Yields the product Cc1nc(C)c([N+](=O)[O-])c(Nc2ccc(CCO)cc2)n1. As a reaction SMILES: [ClH:32].[OH:1][CH2:2][CH2:3][c:4]1[cH:5][cH:6][c:7]([NH:10][c:11]2[c:12]([N+:29](=[O:30])[O-:31])[c:13]([CH:18]([C:19]([O:20][CH2:21][CH3:22])=[O:23])[C:24]([O:25][CH2:26][CH3:27])=[O:28])[n:14][c:15]([CH3:17])[n:16]2)[cH:8][cH:9]1>>[OH:1][CH2:2][CH2:3][c:4]1[cH:5][cH:6][c:7]([NH:10][c:11]2[c:12]([N+:29](=[O:30])[O-:31])[c:13]([CH3:18])[n:14][c:15]([CH3:17])[n:16]2)[cH:8][cH:9]1. Starting materials: BrC(c1ccccc1)c1ccccc1, CC#N, Nc1ccncc1. Product: [Br-], Nc1cc[n+](C(c2ccccc2)c2ccccc2)cc1. RXN SMILES: [Br:8][CH:9]([c:10]1[cH:11][cH:12][cH:13][cH:14][cH:15]1)[c:16]1[cH:17][cH:18][cH:19][cH:20][cH:21]1.[CH3:22][C:23]#[N:24].[NH2:1][c:2]1[cH:3][cH:4][n:5][cH:6][cH:7]1>>[Br-:8].[NH2:1][c:2]1[cH:3][cH:4][n+:5]([CH:9]([c:10]2[cH:11][cH:12][cH:13][cH:14][cH:15]2)[c:16]2[cH:17][cH:18][cH:19][cH:20][cH:21]2)[cH:6][cH:7]1. Product: COc1ccc(C(=O)NCCCC(=O)O)cc1. Reaction SMILES: [CH3:1][O:2][c:3]1[cH:4][cH:5][c:6]([C:7](=[O:8])[Cl:9])[cH:10][cH:11]1.[ClH:21].[NH2:12][CH2:13][CH2:14][CH2:15][C:16](=[O:17])[OH:18].[Na+:20].[OH-:19].[OH2:22]>>[CH3:1][O:2][c:3]1[cH:4][cH:5][c:6]([C:7](=[O:8])[NH:12][CH2:13][CH2:14][CH2:15][C:16](=[O:17])[OH:18])[cH:10][cH:11]1. The reactants are COc1ccc(C(=O)Cl)cc1, Cl, NCCCC(=O)O, [Na+], [OH-], O. Starting materials: OO (hydrogen peroxide), tert-butyl (S)-3-(S)-4-benzyl-2-oxooxazolidin-3-yl, ClC1=CC=C(C=C1)C(CN(C([O-])=O)C(C)C)C=O (2-(4-chlorophenyl)-3-oxopropyl(isopropyl)carbamate), O[Li].O (LiOH—H2O), [O-]S(=O)[O-].[Na+].[Na+] (Na2SO3). Run in O (water), C1CCOC1 (THF), O (water), C1CCOC1 (THF). Reaction conditions: time 10 minute. The product is C(C)(C)(C)OC(=O)N(C[C@@H](C(=O)O)C1=CC=C(C=C1)Cl)C(C)C ((S)-3-(tert-butoxycarbonyl(isopropyl)amino)-2-(4-chlorophenyl)propanoic acid). Yield: 200.4%. Reaction SMILES: O[Li].[OH2:3].OO.[Cl:6][C:7]1[CH:12]=[CH:11][C:10]([CH:13]([CH:22]=[O:23])[CH2:14][N:15]([CH:19]([CH3:21])[CH3:20])[C:16](=[O:18])[O-:17])=[CH:9][CH:8]=1.[O-]S([O-])=O.[Na+].[Na+]>O.C1COCC1>[C:10]([O:18][C:16]([N:15]([CH:19]([CH3:21])[CH3:20])[CH2:14][C@H:13]([C:10]1[CH:11]=[CH:12][C:7]([Cl:6])=[CH:8][CH:9]=1)[C:22]([OH:3])=[O:23])=[O:17])([CH3:13])([CH3:11])[CH3:9] |f:0.1,4.5.6|. Procedure details: LiOH—H2O (168 mg, 4.00 mmol) was added to a stirring solution of THF (30 mL) and water (15 mL) at room temperature until it was dissolved. The mixture was treated with hydrogen peroxide (658 uL of a 35% wt. solution in water, 8.00 mmol) and allowed to stir at room temperature for 10 minutes. The reaction was cooled to 0° C. in an ice bath, and the tert-butyl (S)-3-(S)-4-benzyl-2-oxooxazolidin-3-yl)-2-(4-chlorophenyl)-3-oxopropyl(isopropyl)carbamate (1.00 g, 2.00 mmol) was added dropwise via addi... Reactants: CO, CCOC(=S)Sc1cccc(Cl)c1C(=O)O, Cl, [Na+], [OH-]. The product is O=C(O)c1c(S)cccc1Cl. Reaction SMILES: [CH3:20][OH:21].[Cl:1][c:2]1[cH:3][cH:4][cH:5][c:6]([S:11][C:12]([O:13][CH2:14][CH3:15])=[S:16])[c:7]1[C:8](=[O:9])[OH:10].[ClH:19].[Na+:18].[OH-:17]>>[Cl:1][c:2]1[cH:3][cH:4][cH:5][c:6]([SH:11])[c:7]1[C:8](=[O:9])[OH:10]. Reactants: CI, CN(C)C=O, [H-], [Na+], OCc1nc2cccnc2[nH]1. Product: Cn1c(CO)nc2ncccc21. RXN SMILES: [CH3:14][I:15].[CH3:16][N:17]([CH3:18])[CH:19]=[O:20].[H-:12].[Na+:13].[OH:1][CH2:2][c:3]1[nH:4][c:5]2[n:6][cH:7][cH:8][cH:9][c:10]2[n:11]1>>[OH:1][CH2:2][c:3]1[n:4][c:5]2[n:6][cH:7][cH:8][cH:9][c:10]2[n:11]1[CH3:14]. Reactants: CO, O=[N+]([O-])C1(C(O)c2cc(Cl)cc(Cl)c2)CCCCC1, Cl, [Zn]. Product: NC1(C(O)c2cc(Cl)cc(Cl)c2)CCCCC1. As a reaction SMILES: [CH3:20][OH:21].[Cl:1][c:2]1[cH:3][c:4]([CH:9]([OH:10])[C:11]2([N+:17]([O-:18])=[O:19])[CH2:12][CH2:13][CH2:14][CH2:15][CH2:16]2)[cH:5][c:6]([Cl:8])[cH:7]1.[ClH:22].[Zn:23]>>[Cl:1][c:2]1[cH:3][c:4]([CH:9]([OH:10])[C:11]2([NH2:17])[CH2:12][CH2:13][CH2:14][CH2:15][CH2:16]2)[cH:5][c:6]([Cl:8])[cH:7]1. Starting materials: ClC1=CC(=C(C(=O)OCC)C=C1)NC(=O)OC1=CC=CC=C1 (ethyl 4-chloro-2-phenoxycarbonylaminobenzoate), BrCCOC1=CC=C(C=C1)S(=O)(=O)N (4-(2-bromoethyloxy) benzenesulfonamide). Product: BrCCOC1=CC=C(C=C1)S(=O)(=O)NC(=O)NC1=C(C=CC(=C1)Cl)C(=O)OCC (N-[4-(2-bromoethyloxy)benzenesulfonyl]-N'-(2-ethyloxycarbonyl-5-chlorophenyl)urea). Reaction SMILES: [Cl:1][C:2]1[CH:12]=[CH:11][C:5]([C:6]([O:8][CH2:9][CH3:10])=[O:7])=[C:4]([NH:13][C:14]([O:16]C2C=CC=CC=2)=O)[CH:3]=1.[Br:23][CH2:24][CH2:25][O:26][C:27]1[CH:32]=[CH:31][C:30]([S:33]([NH2:36])(=[O:35])=[O:34])=[CH:29][CH:28]=1>>[Br:23][CH2:24][CH2:25][O:26][C:27]1[CH:28]=[CH:29][C:30]([S:33]([NH:36][C:14]([NH:13][C:4]2[CH:3]=[C:2]([Cl:1])[CH:12]=[CH:11][C:5]=2[C:6]([O:8][CH2:9][CH3:10])=[O:7])=[O:16])(=[O:35])=[O:34])=[CH:31][CH:32]=1. Procedure: As the starting substances, ethyl 4-chloro-2-phenoxycarbonylaminobenzoate and 4-(2-bromoethyloxy) benzenesulfonamide were used and the same method was applied as in Example 36 to obtain N-[4-(2-bromoethyloxy)benzenesulfonyl]-N'-(2-ethyloxycarbonyl-5-chlorophenyl)urea and further to obtain from 760 mg (1.50 mmol) of N-[4-(2-bromoethyloxy)benzenesulfonyl]-N'-(2-carboxyl-5-chlorophenyl)urea 320 mg of the above-identified compound (yield 46.4%). Properties: colorless crystal, Melting point: >200° C.... The reactants are [BH4-].[Na+] (sodium borohydride), [BH4-].[Na+] (sodium borohydride), C(C)(C)(C)C1=CC=C(CN)C=C1 (4-tert-butylbenzylamine), CC1=CC=C(O1)C(CC=O)C ([rac]-3-(5-methyl-furan-2-yl)-butyraldehyde). Reagents/catalysts: Cl (HCl). The solvent is CO (methanol). Conditions: time 30 minute. Product: C(C)(C)(C)C1=CC=C(CNCCC(C)C=2OC(=CC2)C)C=C1 ([rac]-(4-tert-butyl-benzyl)-[3-(5-methyl-furan-2-yl)-butyl]-amine). The yield is 73.0%. As a reaction SMILES: [C:1]([C:5]1[CH:12]=[CH:11][C:8]([CH2:9][NH2:10])=[CH:7][CH:6]=1)([CH3:4])([CH3:3])[CH3:2].[CH3:13][C:14]1[O:18][C:17]([CH:19]([CH3:23])[CH2:20][CH:21]=O)=[CH:16][CH:15]=1.[BH4-].[Na+]>CO.Cl>[C:1]([C:5]1[CH:6]=[CH:7][C:8]([CH2:9][NH:10][CH2:21][CH2:20][CH:19]([C:17]2[O:18][C:14]([CH3:13])=[CH:15][CH:16]=2)[CH3:23])=[CH:11][CH:12]=1)([CH3:4])([CH3:2])[CH3:3] |f:2.3|. Procedure: 0.26 ml of 4-tert-butylbenzylamine (1.5 mmol) and 346 mg of [rac]-3-(5-methyl-furan-2-yl)-butyraldehyde (2.25 mmol) were dissolved in 4.5 ml methanol at rt, and after stirring for 30 min at rt, were refluxed for 2.5 h. After cooling down to rt, 68 mg (1.8 mmol) of sodium borohydride were added and after stirring for 15 min at rt, the reaction mixture was then refluxed for 2¼ h. After cooling down to rt again 68 mg of sodium borohydride were added and the mixture was again refluxed for additional... Reactants: C(C)(C)(C)OC(CN1C([C@@H](NCC1)CC(=O)OC)=O)=O ((S)-3-methoxycarbonylmethyl-2-oxopiperazine-1-acetic acid tert-butyl ester), C(C1=CC=CC=C1)OC(=O)N[C@@H](CC1=CC=C(C=C1)O)C(=O)O (N-benzyloxycarbonyl-L-tyrosine), Cl.C(C)N=C=NCCCN(C)C (1-ethyl-3-(3-dimethylaminopropyl) carbodiimide hydrochloride). Run in C(C)(=O)OCC (ethyl acetate), ClCCl (dichloromethane). Conditions: time 1 hour. Yields the product C(C)(C)(C)OC(CN1C([C@@H](N(CC1)C([C@@H](NC(=O)OCC1=CC=CC=C1)CC1=CC=C(C=C1)O)=O)CC(=O)OC)=O)=O ((S)-4-(N-benzyloxycarbonyl-L-tyrosyl)-3-methoxycarbonylmethyl-2-oxopiperazine-1-acetic acid tert-butyl ester). Isolated yield 59.5%. RXN SMILES: [C:1]([O:5][C:6](=[O:20])[CH2:7][N:8]1[CH2:13][CH2:12][NH:11][C@@H:10]([CH2:14][C:15]([O:17][CH3:18])=[O:16])[C:9]1=[O:19])([CH3:4])([CH3:3])[CH3:2].[CH2:21]([O:28][C:29]([NH:31][C@H:32]([C:41](O)=[O:42])[CH2:33][C:34]1[CH:39]=[CH:38][C:37]([OH:40])=[CH:36][CH:35]=1)=[O:30])[C:22]1[CH:27]=[CH:26][CH:25]=[CH:24][CH:23]=1.Cl.C(N=C=NCCCN(C)C)C>ClCCl.C(OCC)(=O)C>[C:1]([O:5][C:6](=[O:20])[CH2:7][N:8]1[CH2:13][CH2:12][N:11]([C:41](=[O:42])[C@H:32]([CH2:33][C:34]2[CH:39]=[CH:38][C:37]([OH:40])=[CH:36][CH:35]=2)[NH:31][C:29]([O:28][CH2:21][C:22]2[CH:27]=[CH:26][CH:25]=[CH:24][CH:23]=2)=[O:30])[C@@H:10]([CH2:14][C:15]([O:17][CH3:18])=[O:16])[C:9]1=[O:19])([CH3:3])([CH3:2])[CH3:4] |f:2.3|. Procedure details: In 15 ml of dichloromethane were dissolved 1.65 g of (S)-3-methoxycarbonylmethyl-2-oxopiperazine-1-acetic acid tert-butyl ester and 1.9 g of N-benzyloxycarbonyl-L-tyrosine. To the solution was added, while stirring for one hour, 1.44 g of 1-ethyl-3-(3-dimethylaminopropyl) carbodiimide hydrochloride, and the mixture was stirred for one hour. The reaction mixture was concentrated under reduced pressure to leave an oily substance, which was dissolved in ethyl acetate. The organic layer was washed w...